This data is from the Open Reaction Database (ORD), a public repository of structured organic reaction records. The task is: describe an organic reaction: reactants, conditions, products, and yield Starting materials: CSc1nc2nc3cc(C(F)(F)F)ccc3cc2[nH]1, CC(=O)O, Cl, O. Product: O=c1[nH]c2cc3ccc(C(F)(F)F)cc3nc2[nH]1. As a reaction SMILES: [CH3:1][S:2][c:3]1[nH:4][c:5]2[c:6]([n:7][c:8]3[cH:9][c:10]([C:15]([F:16])([F:17])[F:18])[cH:11][cH:12][c:13]3[cH:14]2)[n:19]1.[CH3:20][C:21]([OH:22])=[O:23].[ClH:24].[OH2:25]>>[c:3]1(=[O:22])[nH:4][c:5]2[c:6]([n:7][c:8]3[cH:9][c:10]([C:15]([F:16])([F:17])[F:18])[cH:11][cH:12][c:13]3[cH:14]2)[nH:19]1. Starting materials: CCCCC(C)(C)C(=O)CP(=O)(OC)OC, CCOC(=O)c1csc(SCCN2C(=O)OCC2C=O)n1, Cl, [H-], [Na+], C1CCOC1. Yields the product CCCCC(C)(C)C(=O)C=CC1COC(=O)N1CCSc1nc(C(=O)OCC)cs1. Reaction SMILES: [CH3:3][C:4]([C:5]([CH2:6][P:7](=[O:8])([O:9][CH3:10])[O:11][CH3:12])=[O:13])([CH2:14][CH2:15][CH2:16][CH3:17])[CH3:18].[CH:19](=[O:20])[CH:21]1[N:22]([CH2:27][CH2:28][S:29][c:30]2[s:31][cH:32][c:33]([C:35](=[O:36])[O:37][CH2:38][CH3:39])[n:34]2)[C:23](=[O:26])[O:24][CH2:25]1.[ClH:40].[H-:1].[Na+:2].[O:41]1[CH2:42][CH2:43][CH2:44][CH2:45]1>>[CH3:3][C:4]([C:5]([CH:6]=[CH:19][CH:21]1[N:22]([CH2:27][CH2:28][S:29][c:30]2[s:31][cH:32][c:33]([C:35](=[O:36])[O:37][CH2:38][CH3:39])[n:34]2)[C:23](=[O:26])[O:24][CH2:25]1)=[O:13])([CH2:14][CH2:15][CH2:16][CH3:17])[CH3:18]. Reactants: O=C([O-])[O-], CCCO, [Cl-], [K+], [K+], Nc1nccc[n+]1CSc1ccccc1Br. The product is N=c1ncccn1CSc1ccccc1Br. Reaction SMILES: [C:1](=[O:2])([O-:3])[O-:4].[CH2:24]([OH:25])[CH2:26][CH3:27].[Cl-:7].[K+:5].[K+:6].[NH2:8][c:9]1[n+:10]([CH2:15][S:16][c:17]2[c:18]([Br:23])[cH:19][cH:20][cH:21][cH:22]2)[cH:11][cH:12][cH:13][n:14]1>>[NH:8]=[c:9]1[n:10]([CH2:15][S:16][c:17]2[c:18]([Br:23])[cH:19][cH:20][cH:21][cH:22]2)[cH:11][cH:12][cH:13][n:14]1.